From a dataset of the Open Reaction Database (ORD), a public repository of structured organic reaction records. describe an organic reaction: reactants, conditions, products, and yield Starting materials: [BH4-], COc1ccc2nccc(C(O)CN3CCC(N)CC3=O)c2c1, [Na+], [Na+], [Na+], O=S(=O)([O-])[O-], O=Cc1ccc2c(c1)NC(=O)CS2, CN(C)C=O. The product is COc1ccc2nccc(C(O)CN3CCC(NCc4ccc5c(c4)NC(=O)CS5)CC3=O)c2c1. As a reaction SMILES: [BH4-:44].[NH2:1][CH:2]1[CH2:3][C:4](=[O:23])[N:5]([CH2:8][CH:9]([c:10]2[cH:11][cH:12][n:13][c:14]3[cH:15][cH:16][c:17]([O:20][CH3:21])[cH:18][c:19]23)[OH:22])[CH2:6][CH2:7]1.[Na+:37].[Na+:38].[Na+:45].[O-:39][S:40]([O-:41])(=[O:42])=[O:43].[O:24]=[C:25]1[CH2:26][S:27][c:28]2[c:29]([cH:31][c:32]([CH:35]=[O:36])[cH:33][cH:34]2)[NH:30]1.[O:46]=[CH:47][N:48]([CH3:49])[CH3:50]>>[NH:1]([CH:2]1[CH2:3][C:4](=[O:23])[N:5]([CH2:8][CH:9]([c:10]2[cH:11][cH:12][n:13][c:14]3[cH:15][cH:16][c:17]([O:20][CH3:21])[cH:18][c:19]23)[OH:22])[CH2:6][CH2:7]1)[CH2:35][c:32]1[cH:31][c:29]2[c:28]([cH:34][cH:33]1)[S:27][CH2:26][C:25](=[O:24])[NH:30]2. The reactants are ClC(CC)C(CCC)=O (3-chloro-4-heptanone), CO (methanol), CO (methanol), C[O-].[Na+] (sodium methoxide), ClC(CC)C(CCC)=O (3-chloro-4-heptanone). Run at time 1 hour. The product is COC(CC)C(CCC)=O (3-METHOXY-4-HEPTANONE). Reaction SMILES: Cl[CH:2]([C:5](=[O:9])[CH2:6][CH2:7][CH3:8])[CH2:3][CH3:4].[CH3:10][OH:11].C[O-].[Na+]>>[CH3:10][O:11][CH:2]([C:5](=[O:9])[CH2:6][CH2:7][CH3:8])[CH2:3][CH3:4] |f:2.3|. Reported procedure: A solution of 1.5 grams of 3-chloro-4-heptanone in 3 ml anhydrous methanol (0.01 moles 3-chloro-4-heptanone) is placed into a 25 ml, three-necked, round bottom flask equipped with magnetic stirrer, pot thermometer, reflux condenser (with drying tube), 10 ml addition funnel with nitrogen inlet at top an ice water-salt bath, and nitrogen bubbler. The 3-chloro-4-heptanone solution is cooled to a temperature of between 0° and 1° C. Into the 10 ml addition funnel is placed a solution of 0.54 grams of...